This data is from the Open Reaction Database (ORD), a public repository of structured organic reaction records. The task is: describe an organic reaction: reactants, conditions, products, and yield Reactants: CC(C)(C)OC(=O)NC1CCN(C2CCCC2)CC1, CO, CC(C)O, Cl, C1CCOC1. Product: [Cl-], [NH3+]C1CCN(C2CCCC2)CC1. As a reaction SMILES: [C:1]([O:2][C:3](=[O:4])[NH:7][CH:8]1[CH2:9][CH2:10][N:11]([CH:14]2[CH2:15][CH2:16][CH2:17][CH2:18]2)[CH2:12][CH2:13]1)([CH3:5])([CH3:6])[CH3:19].[CH3:26][OH:27].[CH:28]([OH:29])([CH3:30])[CH3:31].[ClH:20].[O:21]1[CH2:22][CH2:23][CH2:24][CH2:25]1>>[Cl-:20].[NH3+:7][CH:8]1[CH2:9][CH2:10][N:11]([CH:14]2[CH2:15][CH2:16][CH2:17][CH2:18]2)[CH2:12][CH2:13]1. Reactants: [Li]CCCC, C1CCOC1, CS(=O)(=O)c1ccc(-c2cccc(C#N)c2)cc1, CC(C)C=O, [Cl-], [NH4+]. Product: CC(C)C(O)CS(=O)(=O)c1ccc(-c2cccc(C#N)c2)cc1. RXN SMILES: [CH2:19]([Li:20])[CH2:21][CH2:22][CH3:23].[CH2:31]1[O:32][CH2:33][CH2:34][CH2:35]1.[CH3:1][S:2](=[O:3])(=[O:4])[c:5]1[cH:6][cH:7][c:8](-[c:11]2[cH:12][c:13]([C:17]#[N:18])[cH:14][cH:15][cH:16]2)[cH:9][cH:10]1.[CH:24]([CH:25]([CH3:26])[CH3:27])=[O:28].[Cl-:29].[NH4+:30]>>[CH2:1]([S:2](=[O:3])(=[O:4])[c:5]1[cH:6][cH:7][c:8](-[c:11]2[cH:12][c:13]([C:17]#[N:18])[cH:14][cH:15][cH:16]2)[cH:9][cH:10]1)[CH:24]([CH:25]([CH3:26])[CH3:27])[OH:28]. Starting materials: [Al+3], Cc1ccccc1S(=O)(=O)NC1CCc2sccc2C1, [Cl-], [Cl-], [Cl-], CC(Cl)Cl, O=C1CCC(=O)O1, O. Product: Cc1ccccc1S(=O)(=O)NC1CCc2sc(C(=O)CCC(=O)O)cc2C1. RXN SMILES: [Al+3:29].[CH3:1][c:2]1[c:3]([S:8](=[O:9])(=[O:10])[NH:11][CH:12]2[CH2:13][c:14]3[c:15]([s:16][cH:17][cH:18]3)[CH2:19][CH2:20]2)[cH:4][cH:5][cH:6][cH:7]1.[Cl-:28].[Cl-:30].[Cl-:31].[Cl:33][CH:34]([Cl:35])[CH3:36].[O:21]=[C:22]1[CH2:23][CH2:24][C:25](=[O:26])[O:27]1.[OH2:32]>>[CH3:1][c:2]1[c:3]([S:8](=[O:9])(=[O:10])[NH:11][CH:12]2[CH2:13][c:14]3[c:15]([s:16][c:17]([C:25]([CH2:24][CH2:23][C:22](=[O:21])[OH:27])=[O:26])[cH:18]3)[CH2:19][CH2:20]2)[cH:4][cH:5][cH:6][cH:7]1. The reactants are C(C)(C)(C)C1=CC=C(C=C1)C#CC1=CC=C(C=O)C=C1 (4-[(4-tert-butylphenyl) ethynyl]benzaldehyde), NC=1C=CC(=C(C(=O)OC)C1)F (methyl 5-amino-2-fluorobenzoate), C(CCCCC)=O (hexanal). Yields the product C(C)(C)(C)C1=CC=C(C=C1)C#CC1=CC=C(CN(C=2C=CC(=C(C(=O)OC)C2)F)CCCCCC)C=C1 (methyl 5-[{4-[(4-tert-butylphenyl)ethynyl]benzyl}(hexyl)amino]-2-fluorobenzoate). The yield is 46.1%. As a reaction SMILES: [C:1]([C:5]1[CH:10]=[CH:9][C:8]([C:11]#[C:12][C:13]2[CH:20]=[CH:19][C:16]([CH:17]=O)=[CH:15][CH:14]=2)=[CH:7][CH:6]=1)([CH3:4])([CH3:3])[CH3:2].[NH2:21][C:22]1[CH:23]=[CH:24][C:25]([F:32])=[C:26]([CH:31]=1)[C:27]([O:29][CH3:30])=[O:28].[CH:33](=O)[CH2:34][CH2:35][CH2:36][CH2:37][CH3:38]>>[C:1]([C:5]1[CH:10]=[CH:9][C:8]([C:11]#[C:12][C:13]2[CH:20]=[CH:19][C:16]([CH2:17][N:21]([CH2:33][CH2:34][CH2:35][CH2:36][CH2:37][CH3:38])[C:22]3[CH:23]=[CH:24][C:25]([F:32])=[C:26]([CH:31]=3)[C:27]([O:29][CH3:30])=[O:28])=[CH:15][CH:14]=2)=[CH:7][CH:6]=1)([CH3:4])([CH3:3])[CH3:2]. Procedure details: The title compound was prepared following procedure described in Example 49, step a) from 4-[(4-tert-butylphenyl) ethynyl]benzaldehyde (500 mg; 1.91 mmol, intermediate which may be prepared according to methods disclosed in EP0310378.0.7) and methyl 5-amino-2-fluorobenzoate (322 mg; 1.91 mmol) and hexanal (Aldrich, 690 μl; 5.72 mmol). Purification of the crude (700 mg) by preparative HPLC using a X-Terra column afforded 440 mg (46%) of the title compound as a red oil. HPLC, Rt: 6.46 min (purity=... Run in C(C)N(CC)CC (triethylamine), C1(=CC=CC=C1)C (toluene), C(Cl)Cl (methylene chloride). The yield is 40.3%. Reaction SMILES: [CH3:1][O:2][C:3]1[CH:4]=[C:5]2[C:10](=[CH:11][C:12]=1[O:13][CH3:14])[N:9]=[CH:8][CH:7]=[C:6]2[O:15][C:16]1[CH:22]=[CH:21][C:19]([NH2:20])=[C:18]([CH3:23])[C:17]=1[CH3:24].Cl[C:26](Cl)([O:28]C(=O)OC(Cl)(Cl)Cl)Cl.[OH:37][CH:38]([C:41]1[CH:46]=[CH:45][CH:44]=[CH:43][CH:42]=1)[C:39]#[N:40].C(=O)(O)[O-].[Na+]>C(Cl)Cl.C(N(CC)CC)C.C1(C)C=CC=CC=1>[CH3:1][O:2][C:3]1[CH:4]=[C:5]2[C:10](=[CH:11][C:12]=1[O:13][CH3:14])[N:9]=[CH:8][CH:7]=[C:6]2[O:15][C:16]1[CH:22]=[CH:21][C:19]([NH:20][C:26](=[O:28])[O:37][CH:38]([C:39]#[N:40])[C:41]2[CH:46]=[CH:45][CH:44]=[CH:43][CH:42]=2)=[C:18]([CH3:23])[C:17]=1[CH3:24] |f:3.4|. The product is COC=1C=C2C(=CC=NC2=CC1OC)OC1=C(C(=C(C=C1)NC(OC(C1=CC=CC=C1)C#N)=O)C)C (Cyano(phenyl)methyl N-{4-[(6,7-dimethoxy-4-quinolyl)oxy]-2,3-dimethylphenyl}carbamate). Procedure: 4-[(6,7-Dimethoxy-4-quinolyl)oxy]-2,3-dimethylaniline (50 mg) was added to toluene (5 ml), and triethylamine (0.5 ml), and the mixture was heated under reflux to prepare a solution. A solution of triphosgene (68 mg) in methylene chloride was then added thereto, and the mixture was heated under reflux for 10 min. Next, 2-hydroxy-2-phenylacetonitrile (31 mg) was added thereto, and the mixture was further stirred with heating under reflux for 3 hr. A saturated aqueous sodium bicarbonate solution wa... Reactants: COC=1C=C2C(=CC=NC2=CC1OC)OC1=C(C(=C(N)C=C1)C)C (4-[(6,7-Dimethoxy-4-quinolyl)oxy]-2,3-dimethylaniline), ClC(Cl)(OC(OC(Cl)(Cl)Cl)=O)Cl (triphosgene), C([O-])(O)=O.[Na+] (sodium bicarbonate), OC(C#N)C1=CC=CC=C1 (2-hydroxy-2-phenylacetonitrile).